Dataset: the Open Reaction Database (ORD), a public repository of structured organic reaction records. Task: describe an organic reaction: reactants, conditions, products, and yield Reactants: COC(=O)c1ccc(-c2nc3cc(C#N)cc(C)c3o2)cc1, CO, [Li+], C1CCOC1, [OH-], O. Yields the product Cc1cc(C#N)cc2nc(-c3ccc(C(=O)[O-])cc3)oc12, [Li+]. As a reaction SMILES: [C:1](#[N:2])[c:3]1[cH:4][c:5]([CH3:22])[c:6]2[c:7]([n:8][c:9](-[c:11]3[cH:12][cH:13][c:14]([C:15](=[O:16])[O:17][CH3:18])[cH:19][cH:20]3)[o:10]2)[cH:21]1.[CH3:30][OH:31].[Li+:23].[O:25]1[CH2:26][CH2:27][CH2:28][CH2:29]1.[OH-:24].[OH2:32]>>[C:1](#[N:2])[c:3]1[cH:4][c:5]([CH3:22])[c:6]2[c:7]([n:8][c:9](-[c:11]3[cH:12][cH:13][c:14]([C:15](=[O:16])[O-:17])[cH:19][cH:20]3)[o:10]2)[cH:21]1.[Li+:23]. Reactants: FC(C1=CC=C(C=C1)C1=NC=C(C=N1)C#CCCC)(F)F (2-(4- Trifluoromethylphenyl)-5-pent-1-ynylpyrimidine). Reagents/catalysts: [Pd] (Pd/C). The solvent is C(C)(=O)OCC (ethyl acetate). Yields the product FC(C1=CC=C(C=C1)C1=NC=C(C=N1)CCCCC)(F)F (2-(4-Trifluoromethylphenyl)-5-pentylpyrimidine). Isolated yield 94.5%. Reaction SMILES: [F:1][C:2]([F:21])([F:20])[C:3]1[CH:8]=[CH:7][C:6]([C:9]2[N:14]=[CH:13][C:12]([C:15]#[C:16][CH2:17][CH2:18][CH3:19])=[CH:11][N:10]=2)=[CH:5][CH:4]=1>C(OCC)(=O)C.[Pd]>[F:21][C:2]([F:1])([F:20])[C:3]1[CH:4]=[CH:5][C:6]([C:9]2[N:10]=[CH:11][C:12]([CH2:15][CH2:16][CH2:17][CH2:18][CH3:19])=[CH:13][N:14]=2)=[CH:7][CH:8]=1. Procedure details: --The pentynylphenylpyrimidine 40 (1.00 g, 3.45 mmol) was hydrogenated over 5% Pd/C in ethyl acetate to give the arylpentylpyrimidine 41 (0.96 g, 95%) (from MeOH/H2O), transitions/° C. K 51.0 (SA 42.1) 1; νmax /cm-1 (KBr) 2930, 2860, 1545, 1430, 1315s, 1165, 1140, 1070 and 1015, δ 0.91 (3H, t, Me), 1.37 (4H, m), 1.69 (2H, quint, ArCH2CH2), 2.66 (2H, t, ArCH2), 7.75 (2H, d, 3'- and 5'-H), 8.54(2H, d, 2'- and 6'-H) and 8.66 (2H, s, 4- and 6-H); m/z 294 (M+), 275, 251, 237 (M+ -C4H9), 224, 210 and ... The reactants are Cl.OCCOC=1C=NC(=NC1)C=1N(C(=CN1)[N+](=O)[O-])C (5-(2-hydroxyethoxy)-2-(5-nitro-1-methyl-2-imidazolyl)-pyrimidine hydrochloride), C(C)(=O)OC(C)=O (acetic anhydride). The solvent is O (water). Yields the product C(C)(=O)OCCOC=1C=NC(=NC1)C=1N(C(=CN1)[N+](=O)[O-])C (5-(2-Acetoxyethoxy)-2-(5-nitro-1-methyl-2-imidazolyl)pyrimidine). As a reaction SMILES: Cl.[OH:2][CH2:3][CH2:4][O:5][C:6]1[CH:7]=[N:8][C:9]([C:12]2[N:13]([CH3:20])[C:14]([N+:17]([O-:19])=[O:18])=[CH:15][N:16]=2)=[N:10][CH:11]=1.[C:21](OC(=O)C)(=[O:23])[CH3:22]>O>[C:21]([O:2][CH2:3][CH2:4][O:5][C:6]1[CH:11]=[N:10][C:9]([C:12]2[N:13]([CH3:20])[C:14]([N+:17]([O-:19])=[O:18])=[CH:15][N:16]=2)=[N:8][CH:7]=1)(=[O:23])[CH3:22] |f:0.1|. Procedure: 0.29 g. (1 millimole) of 5-(2-hydroxyethoxy)-2-(5-nitro-1-methyl-2-imidazolyl)-pyrimidine hydrochloride is heated in 3 ml. of acetic anhydride to 100° C. for 1 hour. After cooling, the reaction mixture is introduced into water and the product is filtered off; m.p. 148°-150° C. Starting materials: ClC1=C(C=CC(=C1)OCC1CCOCC1)S(=O)(=O)N(CC(C)C)C1=C(C=C(C=C1)C)C (2-chloro-N-(2,4-dimethylphenyl)-N-isobutyl-4-((tetrahydro-2H-pyran-4-yl)methoxy)benzenesulfonamide), [Cu]C#N (copper(I) cyanide). Solvent: CN1C(CCC1)=O (N-methyl-2-pyrrolidone). Reaction conditions: temperature 220 celsius. Yields the product C(#N)C1=C(C=CC(=C1)OCC1CCOCC1)S(=O)(=O)N(CC(C)C)C1=C(C=C(C=C1)C)C (2-cyano-N-(2,4-dimethylphenyl)-N-isobutyl-4-((tetrahydro-2H-pyran-4-yl)methoxy)benzenesulfonamide). RXN SMILES: Cl[C:2]1[CH:7]=[C:6]([O:8][CH2:9][CH:10]2[CH2:15][CH2:14][O:13][CH2:12][CH2:11]2)[CH:5]=[CH:4][C:3]=1[S:16]([N:19]([C:24]1[CH:29]=[CH:28][C:27]([CH3:30])=[CH:26][C:25]=1[CH3:31])[CH2:20][CH:21]([CH3:23])[CH3:22])(=[O:18])=[O:17].[Cu][C:33]#[N:34]>CN1CCCC1=O>[C:33]([C:2]1[CH:7]=[C:6]([O:8][CH2:9][CH:10]2[CH2:15][CH2:14][O:13][CH2:12][CH2:11]2)[CH:5]=[CH:4][C:3]=1[S:16]([N:19]([C:24]1[CH:29]=[CH:28][C:27]([CH3:30])=[CH:26][C:25]=1[CH3:31])[CH2:20][CH:21]([CH3:23])[CH3:22])(=[O:18])=[O:17])#[N:34]. Procedure: To a solution of 2-chloro-N-(2,4-dimethylphenyl)-N-isobutyl-4-((tetrahydro-2H-pyran-4-yl)methoxy)benzenesulfonamide (200 mg, 0.429 mmol) in N-methyl-2-pyrrolidone (NMP) (2 mL) was added copper(I) cyanide (77 mg, 0.858 mmol). The reaction vessel was sealed and heated by microwaves (Biotage Initiator) to 220° C. for 2 hours. After cooling the reaction LCMS analysis showed some evidence of the desired product. The reaction was reheated by microwaves to 220° C. for an additional 6 hours. The reactio... Reactants: CI (methyl iodide), Cl (hydrochloride), ClC=1C=CC2=C(C(=NC3(CCN(CC3)C)C(N2)=O)C2=CC=CC=C2)C1 (7-chloro-5-phenyl-1'-methyl-spiro[1H-1,4-benzodiazepine-3,4'-piperidin]-2(3H)-one), [H-].[Na+] (sodium hydride), C(C)OCC.Cl (diethyl ether HCl). Run in CN(C=O)C (dimethylformamide), CN(C=O)C (dimethylformamide). Run at temperature 25 celsius, time 30 minute. Yields the product ClC=1C=CC2=C(C(=NC3(CCN(CC3)C)C(N2C)=O)C2=CC=CC=C2)C1 (7-Chloro-5-phenyl-1,1'-dimethyl-spiro[1H-1,4-benzodiazepine-3,4'-piperidin]-2(3H)-one). As a reaction SMILES: [Cl:1][C:2]1[CH:3]=[CH:4][C:5]2[NH:17][C:16](=[O:18])[C:9]3([CH2:14][CH2:13][N:12]([CH3:15])[CH2:11][CH2:10]3)[N:8]=[C:7]([C:19]3[CH:24]=[CH:23][CH:22]=[CH:21][CH:20]=3)[C:6]=2[CH:25]=1.[H-].[Na+].CI.Cl.[CH2:31](OCC)C.Cl>CN(C)C=O>[Cl:1][C:2]1[CH:3]=[CH:4][C:5]2[N:17]([CH3:31])[C:16](=[O:18])[C:9]3([CH2:14][CH2:13][N:12]([CH3:15])[CH2:11][CH2:10]3)[N:8]=[C:7]([C:19]3[CH:20]=[CH:21][CH:22]=[CH:23][CH:24]=3)[C:6]=2[CH:25]=1 |f:1.2,5.6|. Reported procedure: 0.6 g (0.0016 mole) of 7-chloro-5-phenyl-1'-methyl-spiro[1H-1,4-benzodiazepine-3,4'-piperidin]-2(3H)-one are dissolved in 15 ml of absolute dimethylformamide and reacted with 0.1 g of sodium hydride (55-60% strength dispersion) at 70° C. After 30 minutes, the mixture is cooled to 25° C., 0.22 g (0.0016 mole) of methyl iodide in 10 ml of absolute dimethylformamide is added and the mixture is stirred for 2 hours. After the solvent has been distilled off, the residue is taken up in water and the mi...